Dataset: the Open Reaction Database (ORD), a public repository of structured organic reaction records. Task: describe an organic reaction: reactants, conditions, products, and yield The reactants are NC1CCN(CC1)CCN1C2=C(N=CC1=O)C=CC(=N2)OC (4-[2-(4-Aminopiperidin-1-yl)ethyl]-6-methoxypyrido[2,3-b]pyrazin-3(4H)-one), NC1CCN(CC1)CCN1C2=C(N=CC1=O)C=CC(=N2)OC (4-[2-(4-Aminopiperidin-1-yl)ethyl]-6-methoxypyrido[2,3-b]pyrazin-3(4H)-one), O=C1NC2=C(OC1)C=CC(=N2)C=O (3-oxo-3,4-dihydro-2H-pyrido[3,2-b][1,4]oxazine-6-carbaldehyde), C(C)(=O)O[BH3-].[Na+] (sodium acetoxyborohydride), CO (methanol). The solvent is ClCCl (dichloromethane), C(C)(=O)O (acetic acid), CCOCC (ether). Product: COC=1C=CC2=C(N(C(C=N2)=O)CCN2CCC(CC2)NCC=2C=CC=3OCC(NC3N2)=O)N1 (6-[({1-[2-(6-Methoxy-3-oxopyrido[2,3-b]pyrazin-4(3H)-yl)ethyl]piperidin-4-yl}amino)methyl]-2H-pyrido[3,2-b][1,4]oxazin-3(4H)-one). Yield: 28.8%. RXN SMILES: [NH2:1][CH:2]1[CH2:7][CH2:6][N:5]([CH2:8][CH2:9][N:10]2[C:15](=[O:16])[CH:14]=[N:13][C:12]3[CH:17]=[CH:18][C:19]([O:21][CH3:22])=[N:20][C:11]2=3)[CH2:4][CH2:3]1.[O:23]=[C:24]1[CH2:29][O:28][C:27]2[CH:30]=[CH:31][C:32]([CH:34]=O)=[N:33][C:26]=2[NH:25]1.C(O[BH3-])(=O)C.[Na+].CO>ClCCl.C(O)(=O)C.CCOCC>[CH3:22][O:21][C:19]1[CH:18]=[CH:17][C:12]2[N:13]=[CH:14][C:15](=[O:16])[N:10]([CH2:9][CH2:8][N:5]3[CH2:4][CH2:3][CH:2]([NH:1][CH2:34][C:32]4[CH:31]=[CH:30][C:27]5[O:28][CH2:29][C:24](=[O:23])[NH:25][C:26]=5[N:33]=4)[CH2:7][CH2:6]3)[C:11]=2[N:20]=1 |f:2.3|. Reported procedure: 4-[2-(4-Aminopiperidin-1-yl)ethyl]-6-methoxypyrido[2,3-b]pyrazin-3(4H)-one (Intermediate 202, 0.125 g) was reacted with 3-oxo-3,4-dihydro-2H-pyrido[3,2-b][1,4]oxazine-6-carbaldehyde (WO 2004/058144) (50 mg) and sodium acetoxyborohydride (110 mg) as described for Example 107. Chromatography on silica gel with 0-20% methanol in dichloromethane and trituration of the product from ether gave 37.6 mg of the title compound as acetic acid salt. Starting materials: BrCc1ccccc1, CCOC(=O)c1cc(C)n[nH]1, CC#N, [K+], [K+], O=C([O-])[O-], O. The product is CCOC(=O)c1cc(C)nn1Cc1ccccc1. RXN SMILES: [Br:15][CH2:16][c:17]1[cH:18][cH:19][cH:20][cH:21][cH:22]1.[CH2:4]([CH3:5])[O:6][C:7](=[O:8])[c:9]1[cH:10][c:11]([CH3:14])[n:12][nH:13]1.[CH3:1][C:2]#[N:3].[K+:23].[K+:24].[O-:25][C:26]([O-:27])=[O:28].[OH2:29]>>[CH2:4]([CH3:5])[O:6][C:7](=[O:8])[c:9]1[cH:10][c:11]([CH3:14])[n:12][n:13]1[CH2:16][c:17]1[cH:18][cH:19][cH:20][cH:21][cH:22]1. Starting materials: ClC=1C=CC(=C(C#N)C1)F (5-chloro-2-fluorobenzonitrile), FC(C1=CC=C(C=N1)[C@@H](C)NC=1C2=C(N=CN1)CCNC2)(F)F ((R)—N-(1-(6-(trifluoromethyl)pyridin-3-yl)ethyl)-5,6,7,8-tetrahydropyrido[4,3-d]pyrimidin-4-amine), ClC=1C=CC(=C(C#N)C1)F (5-chloro-2-fluorobenzonitrile), C(C)(C)N(C(C)C)CC (N,N-diisopropylethylamine), ClC=1C=CC(=C(C#N)C1)F (5-chloro-2-fluorobenzonitrile). Procedure details: A mixture of (R)—N-(1-(6-(trifluoromethyl)pyridin-3-yl)ethyl)-5,6,7,8-tetrahydropyrido[4,3-d]pyrimidin-4-amine (500 mg, 1.55 mmol), 5-chloro-2-fluorobenzonitrile (360 mg, 2.3 mmol), N,N-diisopropylethylamine (540 mL, 3.1 mmol), and acetonitrile (3.0 mL) was subjected to microwave irradiation at 180° C. for 2 h. Then more 5-chloro-2-fluorobenzonitrile (360 mg) was added and the mixture was subjected to microwave irradiation at 180° C. for another 2 h. After that an additional 5-chloro-2-fluoroben... Yields the product ClC=1C=CC(=C(C#N)C1)N1CC2=C(N=CN=C2N[C@H](C)C=2C=NC(=CC2)C(F)(F)F)CC1 ((R)-5-Chloro-2-(4-(1-(6-(trifluoromethyl)pyridin-3-yl)ethylamino)-7,8-dihydropyrido[4,3-d]pyrimidin-6(5H)-yl)benzonitrile). The solvent is C(C)#N (acetonitrile). The yield is 52.0%. As a reaction SMILES: [F:1][C:2]([F:23])([F:22])[C:3]1[N:8]=[CH:7][C:6]([C@H:9]([NH:11][C:12]2[C:13]3[CH2:21][NH:20][CH2:19][CH2:18][C:14]=3[N:15]=[CH:16][N:17]=2)[CH3:10])=[CH:5][CH:4]=1.[Cl:24][C:25]1[CH:26]=[CH:27][C:28](F)=[C:29]([CH:32]=1)[C:30]#[N:31].C(N(CC)C(C)C)(C)C>C(#N)C>[Cl:24][C:25]1[CH:26]=[CH:27][C:28]([N:20]2[CH2:19][CH2:18][C:14]3[N:15]=[CH:16][N:17]=[C:12]([NH:11][C@@H:9]([C:6]4[CH:7]=[N:8][C:3]([C:2]([F:1])([F:22])[F:23])=[CH:4][CH:5]=4)[CH3:10])[C:13]=3[CH2:21]2)=[C:29]([CH:32]=1)[C:30]#[N:31]. The reactants are ClC1=C2C3=C(C(NC2=NC=C1)=O)C=CC(=C3)C(F)(F)F (1-chloro-9-trifluoromethyl-5H-benzo[c][1,8]naphthyridin-6-one), NC1=CC=C(C=C1)NC(C1=C(C=C(C=C1)F)C(F)(F)F)=O (N-(4-amino-phenyl)-4-fluoro-2-trifluoromethyl-benzamide). The product is FC1=CC(=C(C(=O)NC2=CC=C(C=C2)NC2=C3C4=C(C(NC3=NC=C2)=O)C=CC(=C4)C(F)(F)F)C=C1)C(F)(F)F (4-Fluoro-N-[4-(9-trifluoromethyl-6-oxo-5,6-dihydro-benzo[c][1,8]naphthyridin-1-ylamino)-phenyl]-2-trifluoromethyl-benzamide). Reaction SMILES: Cl[C:2]1[CH:11]=[CH:10][N:9]=[C:8]2[C:3]=1[C:4]1[CH:16]=[C:15]([C:17]([F:20])([F:19])[F:18])[CH:14]=[CH:13][C:5]=1[C:6](=[O:12])[NH:7]2.[NH2:21][C:22]1[CH:27]=[CH:26][C:25]([NH:28][C:29](=[O:41])[C:30]2[CH:35]=[CH:34][C:33]([F:36])=[CH:32][C:31]=2[C:37]([F:40])([F:39])[F:38])=[CH:24][CH:23]=1>>[F:36][C:33]1[CH:34]=[CH:35][C:30]([C:29]([NH:28][C:25]2[CH:24]=[CH:23][C:22]([NH:21][C:2]3[CH:11]=[CH:10][N:9]=[C:8]4[C:3]=3[C:4]3[CH:16]=[C:15]([C:17]([F:20])([F:19])[F:18])[CH:14]=[CH:13][C:5]=3[C:6](=[O:12])[NH:7]4)=[CH:27][CH:26]=2)=[O:41])=[C:31]([C:37]([F:38])([F:39])[F:40])[CH:32]=1. Reported procedure: The title compound was synthesized according to the procedure described for the preparation of Example 378, method 2 using 1-chloro-9-trifluoromethyl-5H-benzo[c][1,8]naphthyridin-6-one and N-(4-amino-phenyl)-4-fluoro-2-trifluoromethyl-benzamide to provide 404. LC-MS (M+H=561, obsd.=561). 1H NMR (400 MHz, DMSO-d6): δ, 6.96 (d, 1H), 7.18 (d, 2H), 7.54 (m, 2H), 7.76 (m, 2H), 7.78 (d, 1H), 7.97 (d, 1H), 8.10 (d, 1H), 8.27 (s, 1H), 8.99 (s, 1H), 10.25 (s, 1H). Reactants: C1(CC1)COC1=C(C=CC(=N1)C(=O)O)N1CC(C1)(F)F (6-cyclopropylmethoxy-5-(3,3-difluoro-azetidin-1-yl)-pyridine-2-carboxylic acid), C1(CC1)C[C@@H](C=1SC=CN1)NC(=O)C1=NC(=C(C=C1)C1CCOCC1)OCC1CC1 (6-Cyclopropylmethoxy-5-(tetrahydro-pyran-4-yl)-pyridine-2-carboxylic acid ((S)-2-cyclopropyl-1-thiazol-2-yl-ethyl)-amide). The product is C1(CC1)C[C@@H](C=1SC=CN1)NC(=O)C1=NC(=C(C=C1)N1CC(C1)(F)F)OCC1CC1 (6-Cyclopropylmethoxy-5-(3,3-difluoro-azetidin-1-yl)-pyridine-2-carboxylic acid ((S)-2-cyclopropyl-1-thiazol-2-yl-ethyl)-amide). Reaction SMILES: [CH:1]1([CH2:4][O:5][C:6]2[N:11]=[C:10]([C:12]([OH:14])=O)[CH:9]=[CH:8][C:7]=2[N:15]2[CH2:18][C:17]([F:20])([F:19])[CH2:16]2)[CH2:3][CH2:2]1.[CH:21]1([CH2:24][C@H:25]([NH:31]C(C2C=CC(C3CCOCC3)=C(OCC3CC3)N=2)=O)[C:26]2[S:27][CH:28]=[CH:29][N:30]=2)[CH2:23][CH2:22]1>>[CH:21]1([CH2:24][C@H:25]([NH:31][C:12]([C:10]2[CH:9]=[CH:8][C:7]([N:15]3[CH2:18][C:17]([F:20])([F:19])[CH2:16]3)=[C:6]([O:5][CH2:4][CH:1]3[CH2:2][CH2:3]3)[N:11]=2)=[O:14])[C:26]2[S:27][CH:28]=[CH:29][N:30]=2)[CH2:23][CH2:22]1. Procedure: The title compound was synthesized in analogy to Example 1, using 6-cyclopropylmethoxy-5-(3,3-difluoro-azetidin-1-yl)-pyridine-2-carboxylic acid (Example 69 b) and (S)-2-cyclopropyl-1-thiazol-2-yl-ethylamine (Example 59 b) as starting materials, MS (EI): m/e=435.1 [M+H]+. Product: CC=1N=C2N(C=CN=C2OCC2=CC=CC=C2)C1N=O (2-methyl-3-nitroso-8-phenylmethoxyimidazo[1,2-a]pyrazine). Starting materials: CC=1N=C2N(C=CN=C2OCC2=CC=CC=C2)C1 (2-methyl-8-phenylmethoxyimidazo[1,2-a]pyrazine), N(=O)OCCCC (n-butyl nitrite). Reaction SMILES: [CH3:1][C:2]1[N:3]=[C:4]2[C:9]([O:10][CH2:11][C:12]3[CH:17]=[CH:16][CH:15]=[CH:14][CH:13]=3)=[N:8][CH:7]=[CH:6][N:5]2[CH:18]=1.[N:19](OCCCC)=[O:20]>O1CCOCC1>[CH3:1][C:2]1[N:3]=[C:4]2[C:9]([O:10][CH2:11][C:12]3[CH:13]=[CH:14][CH:15]=[CH:16][CH:17]=3)=[N:8][CH:7]=[CH:6][N:5]2[C:18]=1[N:19]=[O:20]. Procedure details: A solution of 14.2 g 2-methyl-8-phenylmethoxyimidazo[1,2-a]pyrazine, 129.3 g n-butyl nitrite and 142 ml p-dioxane was heated under reflux for 0.5 hr. and decanted from a small amount of gum. The supernatant solution was stirred under vacuum (40°/0.1 mm) and the residue azeotroped with cyclohexane to give 2-methyl-3-nitroso-8-phenylmethoxyimidazo[1,2-a]pyrazine as a soft, green solid which was identified by pmr and ms and immediately reduced (as in Example 6) without further purification. The solvent is O1CCOCC1 (p-dioxane). Starting materials: CC(C)CCON=O, Nc1cc([N+](=O)[O-])ccc1F, c1ccccc1. The product is O=[N+]([O-])c1ccc(F)c(-c2ccccc2)c1. As a reaction SMILES: [CH3:12][CH:13]([CH2:14][CH2:15][O:16][N:17]=[O:18])[CH3:19].[F:1][c:2]1[c:3]([NH2:4])[cH:5][c:6]([N+:9](=[O:10])[O-:11])[cH:7][cH:8]1.[cH:20]1[cH:21][cH:22][cH:23][cH:24][cH:25]1>>[F:1][c:2]1[c:3](-[c:20]2[cH:21][cH:22][cH:23][cH:24][cH:25]2)[cH:5][c:6]([N+:9](=[O:10])[O-:11])[cH:7][cH:8]1. Yields the product CC(C)=NOCc1nc2c(N)nc3ccccc3c2n1CCN. As a reaction SMILES: [C:8]([N:12]([C:9](=[O:10])[O-:11])[CH2:16][CH2:17][n:18]1[c:19]([CH2:32][O:33][N:34]=[C:35]([CH3:36])[CH3:37])[n:20][c:21]2[c:22]([NH2:31])[n:23][c:24]3[cH:25][cH:26][cH:27][cH:28][c:29]3[c:30]12)([CH3:13])([CH3:14])[CH3:15].[Cl:38][CH2:39][Cl:40].[OH:1][C:2]([C:3]([F:4])([F:5])[F:6])=[O:7]>>[NH2:12][CH2:16][CH2:17][n:18]1[c:19]([CH2:32][O:33][N:34]=[C:35]([CH3:36])[CH3:37])[n:20][c:21]2[c:22]([NH2:31])[n:23][c:24]3[cH:25][cH:26][cH:27][cH:28][c:29]3[c:30]12. Reactants: CC(C)=NOCc1nc2c(N)nc3ccccc3c2n1CCN(C(=O)[O-])C(C)(C)C, ClCCl, O=C(O)C(F)(F)F. Reactants: C(C1=CC=CC=C1)OC=1C=C(C=C(C1)C(O)(C)C)C(O)(C)C (5-benzyloxy-α,α,α′,α′-tetramethyl-1,3-benzenedimethanol), C(C1=CC=CC=C1)OC=1C=C(C=C(C1)C(O)(C1=CC=CC=C1)C1=CC=CC=C1)C(O)(C1=CC=CC=C1)C1=CC=CC=C1 (5benzyloxy-α,α, α′,α′-tetraphenyl-1,3-benzenedimethanol). The product is C(C1=CC=CC=C1)(C1=CC=CC=C1)C=1C=C(C=C(C1)C(C1=CC=CC=C1)C1=CC=CC=C1)O (3,5-dibenzhydrylphenol). Reaction SMILES: C(OC1C=C(C(C)(C)O)C=C(C(C)(C)O)C=1)C1C=CC=CC=1.C([O:30][C:31]1[CH:32]=[C:33]([C:51]([C:59]2[CH:64]=[CH:63][CH:62]=[CH:61][CH:60]=2)([C:53]2[CH:58]=[CH:57][CH:56]=[CH:55][CH:54]=2)O)[CH:34]=[C:35]([C:37]([C:45]2[CH:50]=[CH:49][CH:48]=[CH:47][CH:46]=2)([C:39]2[CH:44]=[CH:43][CH:42]=[CH:41][CH:40]=2)O)[CH:36]=1)C1C=CC=CC=1>>[CH:51]([C:33]1[CH:32]=[C:31]([OH:30])[CH:36]=[C:35]([CH:37]([C:39]2[CH:44]=[CH:43][CH:42]=[CH:41][CH:40]=2)[C:45]2[CH:46]=[CH:47][CH:48]=[CH:49][CH:50]=2)[CH:34]=1)([C:59]1[CH:60]=[CH:61][CH:62]=[CH:63][CH:64]=1)[C:53]1[CH:58]=[CH:57][CH:56]=[CH:55][CH:54]=1. Reported procedure: The procedure (including reaction and treatment) of Example 2 was repeated, except that 5-benzyloxy-α,α,α′,α′-tetramethyl-1,3-benzenedimethanol was replaced by 5benzyloxy-α,α, α′,α′-tetraphenyl-1,3-benzenedimethanol, to thereby yield the above-described target as a colorless oil. IR(film)cm−1: 3536, 3410, 3061, 3026, 1597, 1494. 1H-NMR(CDCl3)δ: 4.52(1H,br.s), 5.40(2H,s), 6.37(2H,s), 6.57(1H,s), 7.05(8H,dd,J=8.3,1.5 Hz), 7.15-7.26(12H,m).